From a dataset of the Open Reaction Database (ORD), a public repository of structured organic reaction records. describe an organic reaction: reactants, conditions, products, and yield Run in ClCCl (dichloromethane). Isolated yield 98.5%. Reaction conditions: time 30 minute. Procedure: 4-Bromomethylphenylacetic acid (12) (10.3 g, 44.8 mmol) was suspended in dichloromethane (30 ml). Trifluoroacetic anhydride (9.28 ml, 67.2 mmol) was added at 0° C., and the resulting mixture was stirred for 30 min. Then, 2,2,2-trichloroethanol (6.47 ml, 67.2 mmol) was added dropwise, and the resulting mixture was stirred at room temperature overnight. The reaction mixture was washed with water, saturated aqueous sodium hydrogencarbonate solution and saturated brine, and dried over anhydrous sodi... Reaction SMILES: [Br:1][CH2:2][C:3]1[CH:8]=[CH:7][C:6]([CH2:9][C:10]([OH:12])=[O:11])=[CH:5][CH:4]=1.FC(F)(F)C(OC(=O)C(F)(F)F)=O.[Cl:26][C:27]([Cl:31])([Cl:30])[CH2:28]O>ClCCl>[Br:1][CH2:2][C:3]1[CH:4]=[CH:5][C:6]([CH2:9][C:10]([O:12][CH2:28][C:27]([Cl:31])([Cl:30])[Cl:26])=[O:11])=[CH:7][CH:8]=1. Product: BrCC1=CC=C(C=C1)CC(=O)OCC(Cl)(Cl)Cl (2,2,2-trichloroethyl 4-bromomethylphenylacetate). Reactants: BrCC1=CC=C(C=C1)CC(=O)O (4-Bromomethylphenylacetic acid), FC(C(=O)OC(C(F)(F)F)=O)(F)F (Trifluoroacetic anhydride), ClC(CO)(Cl)Cl (2,2,2-trichloroethanol). The reactants are ClC1=NC=C(C(=N1)Cl)Cl (2,4,5-trichloropyrimidine), C(=O)([O-])[O-].[K+].[K+] (K2CO3), N[C@H]1[C@@H](C2=CC=CC=C2C1)NC(C)=O (N-((1R,2R)-2-amino-indan-1-yl)-acetamide). Solvent: C(C)(C)O (iso-PrOH). Reaction conditions: temperature 55 celsius, time 3 hour. Product: ClC1=NC=C(C(=N1)N[C@H]1[C@@H](C2=CC=CC=C2C1)NC(C)=O)Cl (N-[(1R,2R)-2-(2,5-dichloro-pyrimidin-4-ylamino)-indan-1-yl]-acetamide). As a reaction SMILES: [Cl:1][C:2]1[N:7]=[C:6](Cl)[C:5]([Cl:9])=[CH:4][N:3]=1.C([O-])([O-])=O.[K+].[K+].[NH2:16][C@@H:17]1[CH2:25][C:24]2[C:19](=[CH:20][CH:21]=[CH:22][CH:23]=2)[C@H:18]1[NH:26][C:27](=[O:29])[CH3:28]>C(O)(C)C>[Cl:1][C:2]1[N:7]=[C:6]([NH:16][C@@H:17]2[CH2:25][C:24]3[C:19](=[CH:20][CH:21]=[CH:22][CH:23]=3)[C@H:18]2[NH:26][C:27](=[O:29])[CH3:28])[C:5]([Cl:9])=[CH:4][N:3]=1 |f:1.2.3|. Procedure details: 2,4,5-trichloropyrimidine (500 mg, 2.73 mmol) is suspended in 35 mL iso-PrOH and combined with K2CO3 (5.28 g, 38.16 mmol). Then N-((1R,2R)-2-amino-indan-1-yl)-acetamide B-4-b (570 mg, 2.99 mmol) is added and the reaction mixture is stirred for 3 h at 55° C. The reaction mixture is evaporated down, mixed with water and extracted with EtOAc. The organic phase is dried on magnesium sulphate and evaporated down in vacuo. The crude product of A-2b (HPLC-MS: tRet.=1.24 min; MS (M+H)+=337/339) is used ...